This data is from the Open Reaction Database (ORD), a public repository of structured organic reaction records. The task is: describe an organic reaction: reactants, conditions, products, and yield Reactants: S1(=O)(=O)CCCC1 (sulfolane), CC(=O)OCC1=C(N2[C@@H]([C@@H](C2=O)N)SC1)C(=O)O (7-ACA), B(F)(F)F.CCOCC (boron trifluoride ethyl ether). The solvent is CO (methanol). Conditions: temperature 50 celsius. The product is desired product, NC1[C@@H]2N(C(=C(CS2)COC)C(=O)O)C1=O (7-amino-3-methoxy methyl-3-cephem-4-carboxylic acid). RXN SMILES: S1(CCCC1)(=O)=O.C[C:9]([O:11][CH2:12][C:13]1[CH2:22][S:21][C@@H:16]2[C@H:17]([NH2:20])[C:18](=[O:19])[N:15]2[C:14]=1[C:23]([OH:25])=[O:24])=O.B(F)(F)F.CCOCC>CO>[NH2:20][CH:17]1[C:18](=[O:19])[N:15]2[C:14]([C:23]([OH:25])=[O:24])=[C:13]([CH2:12][O:11][CH3:9])[CH2:22][S:21][C@H:16]12 |f:2.3|. Procedure details: To 10 ml of sulfolane were added 1.41 g of 7-ACA, 5.8 ml of boron trifluoride ethyl ether and 0.84 ml of methanol. The mixture was heated at 50° C. for 1.25 hours to advance a reaction. After completion of the reaction, substantially the same procedure dure as in Example 1 was repeated, to thereby obtain the desired product, namely 7-amino-3-methoxy methyl-3-cephem-4-carboxylic acid. The amount of the desired product was 0.23 g. The yield of the desired product was 18%.